Dataset: the Open Reaction Database (ORD), a public repository of structured organic reaction records. Task: describe an organic reaction: reactants, conditions, products, and yield Product: CN(C(=O)N1CC2C(C1)CC(C2)(C)NCC(=O)N2[C@@H](C[C@@H](C2)F)C#N)C (5-[2-((2S,4S)-2-cyano-4-fluoro-pyrrolidin-1-yl)-2-oxo-ethylamino]-5-methyl-hexahydro-cyclopenta[c]pyrrole-2-carboxylic acid dimethylamide). The yield is 50.2%. Reaction SMILES: [CH3:1][N:2]([CH3:15])[C:3]([N:5]1[CH2:9][CH:8]2[CH2:10][C:11]([NH2:14])([CH3:13])[CH2:12][CH:7]2[CH2:6]1)=[O:4].Cl[CH2:17][C:18]([N:20]1[CH2:24][C@@H:23]([F:25])[CH2:22][C@H:21]1[C:26]#[N:27])=[O:19].C(=O)([O-])[O-].[K+].[K+].CN(C)C=O>ClCCl>[CH3:15][N:2]([CH3:1])[C:3]([N:5]1[CH2:9][CH:8]2[CH2:10][C:11]([NH:14][CH2:17][C:18]([N:20]3[CH2:24][C@@H:23]([F:25])[CH2:22][C@H:21]3[C:26]#[N:27])=[O:19])([CH3:13])[CH2:12][CH:7]2[CH2:6]1)=[O:4] |f:2.3.4|. The solvent is ClCCl (dichloromethane). Starting materials: CN(C(=O)N1CC2C(C1)CC(C2)(C)N)C (5-amino-5-methyl-hexahydro-cyclopenta[c]pyrrole-2-carboxylic acid dimethylamide), ClCC(=O)N1[C@@H](C[C@@H](C1)F)C#N ((2S,4S)-1-(2-chloroacetyl)-4-fluoropyrrolidine-2-carbonitrile), C([O-])([O-])=O.[K+].[K+] (potassium carbonate), CN(C=O)C (N,N-dimethylformamide). Procedure details: 5-Amino-5-methyl-hexahydro-cyclopenta[c]pyrrole-2-carboxylic acid dimethylamide 11c (1.3 g, 7.58 mmol), (2S,4S)-1-(2-chloroacetyl)-4-fluoropyrrolidine-2-carbonitrile 13g (1.74 g, 9.1 mmol), potassium carbonate (1.26 g, 9.1 mmol), 30 mL of N,N-dimethylformamide and 18 mL of dichloromethane were added to a flask under nitrogen atmosphere. The reaction mixture was reacted for overnight at 30° C. upon heating by an oil bath. The reaction was monitored by TLC until the disappearance of the starting m... Starting materials: C=1(O)C(O)=CC=CC1 (catechol), C(C(C)=C)Cl (methallyl chloride). The product is CC1(OC2=C(C1)C=CC=C2O)C (2,3-dihydro-2,2-dimethyl-7-hydroxybenzofuran), C=1(O)C(O)=CC=CC1 (catechol). RXN SMILES: [C:1]1([C:3](=[CH:5][CH:6]=[CH:7][CH:8]=1)[OH:4])[OH:2].[CH2:9](Cl)[C:10](=[CH2:12])[CH3:11]>>[CH3:9][C:10]1([CH3:12])[CH2:11][C:8]2[CH:7]=[CH:6][CH:5]=[C:3]([OH:4])[C:1]=2[O:2]1.[C:1]1([C:3](=[CH:5][CH:6]=[CH:7][CH:8]=1)[OH:4])[OH:2]. Reported procedure: The reaction of catechol and methallyl chloride may be illustrated as follows: ##STR1## In accordance with existing processes the reaction mixture, I, would have been filtered to remove sodium chloride, then subjected to Claisen rearrangement and cyclization to form 2,3-dihydro-2,2-dimethyl-7-hydroxybenzofuran resulting in the loss of unreacted or excess catechol employed in the reaction. Starting materials: CN1C(COC2=C1C=CC=C2)=O (4-methyl-4H-benzo[1,4]oxazin-3-one). Solvent: C1CCOC1 (THF). Conditions: time 2 hour. Yields the product CN1CCOC2=C1C=CC=C2 (4-methyl-3,4-dihydro-2H-benzo[1,4]oxazine). Isolated yield 100.3%. Reaction SMILES: [CH3:1][N:2]1[C:7]2[CH:8]=[CH:9][CH:10]=[CH:11][C:6]=2[O:5][CH2:4][C:3]1=O>C1COCC1>[CH3:1][N:2]1[C:7]2[CH:8]=[CH:9][CH:10]=[CH:11][C:6]=2[O:5][CH2:4][CH2:3]1. Procedure details: To a stirred solution of 4-methyl-4H-benzo[1,4]oxazin-3-one (2.18 g, 13.37 mmol) in THF (5 mL) was added borane-tetrahydrofuran complex (4.02 g, 46.8 mmol) at room temperature. After stirring the solution for 2 h, the reaction mixture was refluxed for 4 h. After complete conversion, reaction mixture was quenched by adding MeOH (10 mL) and evaporated the solvents. The residue obtained was extracted with ethyl acetate (30×2 mL) and the organic layer was washed with water (20 mL), brine (20 mL) and... The reactants are BrCCCBr, CS(C)=O, CC(C)O, N#CCc1ccc(F)cc1, [H-], [Na+], O. Yields the product N#CC1(c2ccc(F)cc2)CCC1. Reaction SMILES: [Br:11][CH2:12][CH2:13][CH2:14][Br:15].[CH3:18][S:19]([CH3:20])=[O:21].[CH3:23][CH:24]([OH:25])[CH3:26].[F:1][c:2]1[cH:3][cH:4][c:5]([CH2:8][C:9]#[N:10])[cH:6][cH:7]1.[H-:17].[Na+:16].[OH2:22]>>[F:1][c:2]1[cH:3][cH:4][c:5]([C:8]2([C:9]#[N:10])[CH2:12][CH2:13][CH2:14]2)[cH:6][cH:7]1.